From a dataset of the Open Reaction Database (ORD), a public repository of structured organic reaction records. describe an organic reaction: reactants, conditions, products, and yield Product: CC(CCC(CCC(C)C)N1[C@@H](C[C@@H](CC1)CC(=O)OC)C1=CC=C(C=C1)C(F)(F)F)C (Methyl {(2S,4R)-1-[4-methyl-1-(3-methylbutyl)pentyl]-2-[4-(trifluoromethyl)phenyl]piperidin-4-yl}acetate). Reactants: CC(C#C[C@H](CCC(C)C)N1[C@@H](C[C@@H](CC1)CC(=O)OC)C1=CC=C(C=C1)C(F)(F)F)=C (Methyl {(2S,4R)-1-[(1S)-4-methyl-1-(3-methylbutyl)pent-4-en-2-yn-1-yl]-2-[4-(trifluoromethyl)phenyl]piperidin-4-yl}acetate). Procedure details: A solution of methyl {(2S,4R)-1-[(1S)-4-methyl-1-(3-methylbutyl)pent-4-en-2-yn-1-yl]-2-[4-(trifluoromethyl)phenyl]piperidin-4-yl}acetate (Example 1, Step 1, 8.4 g, 18.9 mmol) in MeOH (250 ml) was hydrogenated over Raney Nickel (˜6 g) at 50 psi for 18 hrs. The catalyst was removed by filtration—washing with CH2Cl2. The filtrate was evaporated and the residue was partitioned between CH2Cl2/H2O. The aqueous layer was extracted with CH2Cl2 (×1). The combined extracts were dried (Na2SO4), filtered an... RXN SMILES: [CH3:1][C:2](=[CH2:32])[C:3]#[C:4][C@@H:5]([N:11]1[CH2:16][CH2:15][C@@H:14]([CH2:17][C:18]([O:20][CH3:21])=[O:19])[CH2:13][C@H:12]1[C:22]1[CH:27]=[CH:26][C:25]([C:28]([F:31])([F:30])[F:29])=[CH:24][CH:23]=1)[CH2:6][CH2:7][CH:8]([CH3:10])[CH3:9]>CO.[Ni]>[CH3:9][CH:8]([CH3:10])[CH2:7][CH2:6][CH:5]([N:11]1[CH2:16][CH2:15][C@@H:14]([CH2:17][C:18]([O:20][CH3:21])=[O:19])[CH2:13][C@H:12]1[C:22]1[CH:27]=[CH:26][C:25]([C:28]([F:31])([F:29])[F:30])=[CH:24][CH:23]=1)[CH2:4][CH2:3][CH:2]([CH3:1])[CH3:32]. Yield: 72.5%. Reagents/catalysts: [Ni] (Raney Nickel). Solvent: CO (MeOH). Starting materials: CON(C([C@@H]([C@@H]([C@H](CO[Si](C)(C)C(C)(C)C)C)O)C)=O)C (N-methoxy-N-methyl-2-(R)-methyl-3-(R)-hydroxy-4-(S)-methyl-5-t-butyldimethylsiloxypentanamide), C(C1=CC=CC=C1)OC(C(Cl)(Cl)Cl)=N (benzyltrichloroacetimidate). The product is CON(C([C@@H]([C@@H]([C@H](CO[Si](C)(C)C(C)(C)C)C)OCC1=CC=CC=C1)C)=O)C (N-Methoxy-N-methyl-2-(R)-methyl-3-(R)-benzyloxy-4-(S)-methyl-5-t-butyldimethylsiloxypentanamide). RXN SMILES: [CH3:1][O:2][N:3]([CH3:21])[C:4](=[O:20])[C@H:5]([CH3:19])[C@H:6]([OH:18])[C@@H:7]([CH3:17])[CH2:8][O:9][Si:10]([C:13]([CH3:16])([CH3:15])[CH3:14])([CH3:12])[CH3:11].[CH2:22](OC(=N)C(Cl)(Cl)Cl)[C:23]1[CH:28]=[CH:27][CH:26]=[CH:25][CH:24]=1>>[CH3:1][O:2][N:3]([CH3:21])[C:4](=[O:20])[C@H:5]([CH3:19])[C@H:6]([O:18][CH2:22][C:23]1[CH:28]=[CH:27][CH:26]=[CH:25][CH:24]=1)[C@@H:7]([CH3:17])[CH2:8][O:9][Si:10]([C:13]([CH3:15])([CH3:16])[CH3:14])([CH3:12])[CH3:11]. Procedure: This material is prepared from N-methoxy-N-methyl-2-(R)-methyl-3-(R)-hydroxy-4-(S)-methyl-5-t-butyldimethylsiloxypentanamide using the reagent benzyltrichloroacetimidate and following the procedure described by Bundle et al. in J. C. S. Chem. Comm. 1981, 1240. Reactants: CCOC(=O)c1c(COC(C)(C)C)noc1C1CCC1, ClCCl, O=C(O)C(F)(F)F. Yields the product CCOC(=O)c1c(CO)noc1C1CCC1. Reaction SMILES: [CH:1]1([c:5]2[c:6]([C:16](=[O:17])[O:18][CH2:19][CH3:20])[c:7]([CH2:10][O:11][C:12]([CH3:13])([CH3:14])[CH3:15])[n:8][o:9]2)[CH2:2][CH2:3][CH2:4]1.[Cl:28][CH2:29][Cl:30].[OH:21][C:22]([C:23]([F:24])([F:25])[F:26])=[O:27]>>[CH:1]1([c:5]2[c:6]([C:16](=[O:17])[O:18][CH2:19][CH3:20])[c:7]([CH2:10][OH:11])[n:8][o:9]2)[CH2:2][CH2:3][CH2:4]1. Starting materials: CCNC(=O)CN1CCC2CC(C(=O)OCC)N(S(=O)(=O)c3ccc(OC)cc3)C2C1, C1CCOC1, [Li+], [OH-], O, O. Product: CCNC(=O)CN1CCC2CC(C(=O)O)N(S(=O)(=O)c3ccc(OC)cc3)C2C1. RXN SMILES: [CH2:1]([CH3:2])[NH:3][C:4]([CH2:5][N:6]1[CH2:7][CH:8]2[CH:9]([CH2:10][CH2:11]1)[CH2:12][CH:13]([C:26](=[O:27])[O:28][CH2:29][CH3:30])[N:14]2[S:15](=[O:16])(=[O:17])[c:18]1[cH:19][cH:20][c:21]([O:24][CH3:25])[cH:22][cH:23]1)=[O:31].[CH2:32]1[O:33][CH2:34][CH2:35][CH2:36]1.[Li+:39].[OH-:38].[OH2:37].[OH2:40]>>[CH2:1]([CH3:2])[NH:3][C:4]([CH2:5][N:6]1[CH2:7][CH:8]2[CH:9]([CH2:10][CH2:11]1)[CH2:12][CH:13]([C:26](=[O:27])[OH:28])[N:14]2[S:15](=[O:16])(=[O:17])[c:18]1[cH:19][cH:20][c:21]([O:24][CH3:25])[cH:22][cH:23]1)=[O:31]. Starting materials: C(C)C1=C(OC[C@H](CNC(CO)=O)O)C(=CC(=C1)C=1OC(=NN1)C=1SC(=C(C1)C)C=O)C (N-((2S)-3-{2-ethyl-4-[5-(5-formyl-4-methyl-thiophen-2-yl)-[1,3,4]oxadiazol-2-yl]-6-methyl-phenoxy}-2-hydroxy-propyl)-2-hydroxy-acetamide), CNC (dimethylamine). Yields the product CN(C)CC1=C(C=C(S1)C1=NN=C(O1)C1=CC(=C(OC[C@H](CNC(CO)=O)O)C(=C1)C)CC)C (N-((2S)-3-{4-[5-(5-Dimethylaminomethyl-4-methyl-thiophen-2-yl)-[1,3,4]oxadiazol-2-yl]-2-ethyl-6-methyl-phenoxy}-2-hydroxy-propyl)-2-hydroxy-acetamide). Isolated yield 31.5%. RXN SMILES: [CH2:1]([C:3]1[CH:18]=[C:17]([C:19]2[O:20][C:21]([C:24]3[S:25][C:26]([CH:30]=O)=[C:27]([CH3:29])[CH:28]=3)=[N:22][N:23]=2)[CH:16]=[C:15]([CH3:32])[C:4]=1[O:5][CH2:6][C@@H:7]([OH:14])[CH2:8][NH:9][C:10](=[O:13])[CH2:11][OH:12])[CH3:2].[CH3:33][NH:34][CH3:35]>>[CH3:33][N:34]([CH2:30][C:26]1[S:25][C:24]([C:21]2[O:20][C:19]([C:17]3[CH:16]=[C:15]([CH3:32])[C:4]([O:5][CH2:6][C@@H:7]([OH:14])[CH2:8][NH:9][C:10](=[O:13])[CH2:11][OH:12])=[C:3]([CH2:1][CH3:2])[CH:18]=3)=[N:23][N:22]=2)=[CH:28][C:27]=1[CH3:29])[CH3:35]. Procedure: The title compound (4 mg) is prepared starting from N-((2S)-3-{2-ethyl-4-[5-(5-formyl-4-methyl-thiophen-2-yl)-[1,3,4]oxadiazol-2-yl]-6-methyl-phenoxy}-2-hydroxy-propyl)-2-hydroxy-acetamide (12 mg, 26 μmol) and dimethylamine (14 mg, 105 μmol) according to Method C; LC-MS*: tR=0.80 min; [M+1]+=488.95; 1H NMR (D6-DMSO): δ1.23 (t, J=7.5 Hz, 3H), 2.23 (s, 3H), 2.26 (s, 6H), 2.35 (s, 3H), 2.73 (q, J=7.5 Hz, 2H), 3.21-3.29 (m, 1H), 3.39-3.47 (m, 1H), 3.61 (s, 2H), 3.71-3.81 (m, 2H), 3.84 (d, J=3.3 Hz, ... The reactants are N(=NC(=O)N1CCCCC1)C(=O)N1CCCCC1 (1,1′-(azodicarbonyl)-dipiperidine), C(C)C=1N=C(OC1CO)C1=CC=C(C=C1)C(F)(F)F ([4-Ethyl-2-(4-trifluoromethyl-phenyl)-oxazol-5-yl]-methanol), COC(CCC1=C(C=C(C=C1)O)C)=O (3-(4-Hydroxy-2-methyl-phenyl)-propionic acid methyl ester), C(CCC)P(CCCC)CCCC (tributylphosphine). The solvent is CCCCCC (hexane), C1(=CC=CC=C1)C (toluene), C1(=CC=CC=C1)C (toluene). Conditions: time 8 hour. Yields the product COC(CCC1=C(C=C(C=C1)OCC1=C(N=C(O1)C1=CC=C(C=C1)C(F)(F)F)CC)C)=O (3-{4-[4-Ethyl-2-(4-trifluoromethyl-phenyl)-oxazol-5-ylmethoxy]-2-methyl-phenyl}-propionic acid methyl ester). Reaction SMILES: [CH2:1]([C:3]1[N:4]=[C:5]([C:10]2[CH:15]=[CH:14][C:13]([C:16]([F:19])([F:18])[F:17])=[CH:12][CH:11]=2)[O:6][C:7]=1[CH2:8][OH:9])[CH3:2].[CH3:20][O:21][C:22](=[O:33])[CH2:23][CH2:24][C:25]1[CH:30]=[CH:29][C:28](O)=[CH:27][C:26]=1[CH3:32].C(P(CCCC)CCCC)CCC.N(C(N1CCCCC1)=O)=NC(N1CCCCC1)=O>C1(C)C=CC=CC=1.CCCCCC>[CH3:20][O:21][C:22](=[O:33])[CH2:23][CH2:24][C:25]1[CH:30]=[CH:29][C:28]([O:9][CH2:8][C:7]2[O:6][C:5]([C:10]3[CH:15]=[CH:14][C:13]([C:16]([F:19])([F:18])[F:17])=[CH:12][CH:11]=3)=[N:4][C:3]=2[CH2:1][CH3:2])=[CH:27][C:26]=1[CH3:32]. Reported procedure: To a solution of [4-Ethyl-2-(4-trifluoromethyl-phenyl)-oxazol-5-yl]-methanol (0.108 g, 0.400 mmole) and 3-(4-Hydroxy-2-methyl-phenyl)-propionic acid methyl ester (0.078 g, 0.400 mmole) in toluene (2 mL) at room temperature, is added tributylphosphine followed by a solution of 1,1′-(azodicarbonyl)-dipiperidine (0.201 g, 0.8 mmole) in toluene (2 mL). The reaction is stirred overnight, then diluted with hexane (10 mL). The precipitate is removed through filtration and the filtrate is concentrated, ...